This data is from the Open Reaction Database (ORD), a public repository of structured organic reaction records. The task is: describe an organic reaction: reactants, conditions, products, and yield The reactants are ClC=1N=CC2=C(N(CC(C(N2CCC)=O)(F)F)C2CCCC2)N1 (2-chloro-9-cyclopentyl-7,7-difluoro-5-propyl-5,7,8,9-tetrahydro-pyrimido[4,5-b][1,4]diazepin-6-one), NC1=CC=C(C(=O)NC2CCOCC2)C=C1 (4-amino-N-(tetrahydro-pyran-4-yl)-benzamide), O.C1(=CC=C(C=C1)S(=O)(=O)O)C (p-toluenesulfonic acid monohydrate). The solvent is CC(C)O (2-propanol). Yields the product C1(CCCC1)N1C2=C(N(C(C(C1)(F)F)=O)CCC)C=NC(=N2)NC2=CC=C(C(=O)NC1CCOCC1)C=C2 (4-(9-cyclopentyl-7,7-difluoro-6-oxo-5-propyl-6,7,8,9-tetrahydro-5H-pyrimido[4,5-b][1,4]diazepin-2-ylamino)-N-(tetrahydro-pyran-4-yl)-benzamide). Yield: 25.2%. Reaction SMILES: Cl[C:2]1[N:3]=[CH:4][C:5]2[N:11]([CH2:12][CH2:13][CH3:14])[C:10](=[O:15])[C:9]([F:17])([F:16])[CH2:8][N:7]([CH:18]3[CH2:22][CH2:21][CH2:20][CH2:19]3)[C:6]=2[N:23]=1.[NH2:24][C:25]1[CH:39]=[CH:38][C:28]([C:29]([NH:31][CH:32]2[CH2:37][CH2:36][O:35][CH2:34][CH2:33]2)=[O:30])=[CH:27][CH:26]=1.O.C1(C)C=CC(S(O)(=O)=O)=CC=1>CC(O)C>[CH:18]1([N:7]2[CH2:8][C:9]([F:17])([F:16])[C:10](=[O:15])[N:11]([CH2:12][CH2:13][CH3:14])[C:5]3[CH:4]=[N:3][C:2]([NH:24][C:25]4[CH:26]=[CH:27][C:28]([C:29]([NH:31][CH:32]5[CH2:37][CH2:36][O:35][CH2:34][CH2:33]5)=[O:30])=[CH:38][CH:39]=4)=[N:23][C:6]2=3)[CH2:22][CH2:21][CH2:20][CH2:19]1 |f:2.3|. Procedure: A mixture of 0.05 g (0.15 mmole) of 2-chloro-9-cyclopentyl-7,7-difluoro-5-propyl-5,7,8,9-tetrahydro-pyrimido[4,5-b][1,4]diazepin-6-one (VII-144), 0.04 g (0.17 mmole) of 4-amino-N-(tetrahydro-pyran-4-yl)-benzamide, 0.04 g (0.22 mmole) of p-toluenesulfonic acid monohydrate and 4.0 mL of 2-propanol was heated at 160 degrees for 2 hours in a microwave reactor. The cooled mixture was concentrated under reduced pressure. The residue was diluted with dichloromethane and washed twice with saturated aque... RXN SMILES: [Cl:1][C:2]1[C:11]([Cl:12])=[CH:10][CH:9]=[C:8]2[C:3]=1[C:4](=[O:21])[C:5]([C:16]([O:18]CC)=[O:17])=[C:6]1[S:15][CH2:14][CH2:13][N:7]12.C(O)C.O.C(O)(=O)C>[OH-].[Na+]>[Cl:1][C:2]1[C:11]([Cl:12])=[CH:10][CH:9]=[C:8]2[C:3]=1[C:4](=[O:21])[C:5]([C:16]([OH:18])=[O:17])=[C:6]1[S:15][CH2:14][CH2:13][N:7]12 |f:4.5|. Procedure details: Ethyl 6,7-dichloro-5-oxo-1,2-dihydro-5H-thiazolo[3,2-a]quinoline-4-carboxylate (1.0 gram, 2.9 mmol) obtained in Example 3 was suspended in a mixture of 2.0 grams of sodium hydroxide, 140 ml of ethanol and 60 ml of water, the mixture was heated to reflux for thirty minutes, acidified with acetic acid when it was still hot, crystals separated out were collected by filtration, washed with water, and dried and recrystallized from dimethyl formamide to give 580 mg (62.8 percent) of the title compound... Solvent: [OH-].[Na+] (sodium hydroxide). Reactants: ClC1=C2C(C(=C3N(C2=CC=C1Cl)CCS3)C(=O)OCC)=O (Ethyl 6,7-dichloro-5-oxo-1,2-dihydro-5H-thiazolo[3,2-a]quinoline-4-carboxylate), C(C)O (ethanol), O (water), C(C)(=O)O (acetic acid). Isolated yield 63.3%. Yields the product ClC1=C2C(C(=C3N(C2=CC=C1Cl)CCS3)C(=O)O)=O (6,7-Dichloro-5-oxo-1,2-dihydro-5H-thiazolo[3,2-a]quinoline-4-carboxylic acid). Reactants: O=C1CCC(=O)N1Br, CCc1nc2cnc3ccccc3c2n1C(C)CO, ClC(Cl)(Cl)Cl, N#N. The product is CC1OCC(C)n2c1nc1cnc3ccccc3c12. As a reaction SMILES: [Br:22][N:23]1[C:24](=[O:25])[CH2:26][CH2:27][C:28]1=[O:29].[CH2:1]([CH3:2])[c:3]1[n:4]([CH:16]([CH2:17][OH:18])[CH3:19])[c:5]2[c:6]([cH:7][n:8][c:9]3[cH:10][cH:11][cH:12][cH:13][c:14]23)[n:15]1.[Cl:30][C:31]([Cl:32])([Cl:33])[Cl:34].[N:20]#[N:21]>>[CH:1]1([CH3:2])[c:3]2[n:4]([c:5]3[c:6]([cH:7][n:8][c:9]4[cH:10][cH:11][cH:12][cH:13][c:14]34)[n:15]2)[CH:16]([CH3:19])[CH2:17][O:18]1. Starting materials: FC1=CC=C(C=C1)C=CC1=[N+](C=CC=C1)[O-] (2-[2-(4-fluoro-phenyl)-vinyl]-pyridine 1-oxide), COS(=O)(=O)OC (dimethylsulfate), [C-]#N.[Na+] (NaCN). Yields the product FC1=CC=C(C=C1)C=CC1=CC=CC(=N1)C#N (6-[2-(4-Fluoro-phenyl)-vinyl]-pyridine-2-carbonitrile). Reaction SMILES: [F:1][C:2]1[CH:7]=[CH:6][C:5]([CH:8]=[CH:9][C:10]2[CH:15]=[CH:14][CH:13]=[CH:12][N+:11]=2[O-])=[CH:4][CH:3]=1.COS(OC)(=O)=O.[C-:24]#[N:25].[Na+]>>[F:1][C:2]1[CH:7]=[CH:6][C:5]([CH:8]=[CH:9][C:10]2[N:11]=[C:12]([C:24]#[N:25])[CH:13]=[CH:14][CH:15]=2)=[CH:4][CH:3]=1 |f:2.3|. Procedure: Following the general method described in example 2b, 2-[2-(4-fluoro-phenyl)-vinyl]-pyridine 1-oxide was reacted first with dimethylsulfate and then with NaCN. After extraction and crystallization the title compound was obtained as a yellow crystalline material. MS: m/e=224 (M+). Reaction SMILES: [CH:1]1([NH:4][C:5]([C:7]2[C:16](=[O:17])[C:15]3[C:10](=[N:11][CH:12]=[CH:13][CH:14]=3)[N:9]([C:18]3[CH:23]=[C:22]([Br:24])[CH:21]=[C:20](Br)[CH:19]=3)[CH:8]=2)=[O:6])[CH2:3][CH2:2]1.[OH:26][C:27]([C:30]1[CH:35]=[CH:34][C:33]([Sn](CCCC)(CCCC)CCCC)=[CH:32][N:31]=1)([CH3:29])[CH3:28]>CN(C)C=O.C1(P(C2C=CC=CC=2)[C-]2C=CC=C2)C=CC=CC=1.[C-]1(P(C2C=CC=CC=2)C2C=CC=CC=2)C=CC=C1.[Fe+2].Cl[Pd]Cl>[CH:1]1([NH:4][C:5]([C:7]2[C:16](=[O:17])[C:15]3[C:10](=[N:11][CH:12]=[CH:13][CH:14]=3)[N:9]([C:18]3[CH:23]=[C:22]([Br:24])[CH:21]=[C:20]([C:33]4[CH:32]=[N:31][C:30]([C:27]([OH:26])([CH3:29])[CH3:28])=[CH:35][CH:34]=4)[CH:19]=3)[CH:8]=2)=[O:6])[CH2:3][CH2:2]1 |f:3.4.5|. Yields the product C1(CC1)NC(=O)C1=CN(C2=NC=CC=C2C1=O)C1=CC(=CC(=C1)Br)C=1C=NC(=CC1)C(C)(C)O (N-Cyclopropyl-1-{5-bromo-3-[6-(1-hydroxy-1-methylethyl)pyridin-3-yl]phenyl}-1,4-dihydro[1,8]naphthyridin-4-one-3-carboxamide). The solvent is CN(C=O)C (N,N-dimethylformamide). Reagents/catalysts: C1(=CC=CC=C1)P([C-]1C=CC=C1)C1=CC=CC=C1.[C-]1(C=CC=C1)P(C1=CC=CC=C1)C1=CC=CC=C1.[Fe+2] (1,1′-bis (diphenylphosphino)ferrocene), Cl[Pd]Cl (dichloropalladium(II)). Procedure: A mixture of N-cyclopropyl-1-(3,5-dibromophenyl)-1,4-dihydro[1,8]naphthyridin-4-one-3-carboxamide from Step 2, 2-(1-hydroxy-1-methylethyl)-5-tributylstannylpyridine from Step 3 (1.4 eq), 1,1′-bis (diphenylphosphino)ferrocene]dichloropalladium(II) (0.05 eq), and cuprous iodide (0.05 eq) in N,N-dimethylformamide (15 ml/mmol) was stirred at 85° C. for 5 hours. After cooling the resulting mixture was partitioned between ethyl acetate and water. The crude product from the organic phase was chromatogr... Conditions: temperature 85 celsius, time 5 hour. The reactants are C1(CC1)NC(=O)C1=CN(C2=NC=CC=C2C1=O)C1=CC(=CC(=C1)Br)Br (N-cyclopropyl-1-(3,5-dibromophenyl)-1,4-dihydro[1,8]naphthyridin-4-one-3-carboxamide), OC(C)(C)C1=NC=C(C=C1)[Sn](CCCC)(CCCC)CCCC (2-(1-hydroxy-1-methylethyl)-5-tributylstannylpyridine), cuprous iodide. Starting materials: C1OC=2C=C(CCN)C=CC2OC1 (3,4-ethylenedioxyphenethylamine), ClC=1C2=C(N=C(N1)C=1C=NC=CC1)SC(=C2)[N+](=O)[O-] (4-chloro-2-(pyridin-3-yl)-6-nitro-thieno-[2,3-d]-pyrimidine). Yields the product N1=CC(=CC=C1)C=1N=C(C2=C(N1)SC(=C2)[N+](=O)[O-])NCCC2=CC1=C(C=C2)OCCO1 (2-(pyridin-3-yl)-4-(3,4-ethylenedioxyphenethylamino)-6-nitro-thieno-[2,3-d]-pyrimidine). As a reaction SMILES: [CH2:1]1[CH2:13][O:12][C:11]2[CH:10]=[CH:9][C:5]([CH2:6][CH2:7][NH2:8])=[CH:4][C:3]=2[O:2]1.Cl[C:15]1[C:16]2[CH:29]=[C:28]([N+:30]([O-:32])=[O:31])[S:27][C:17]=2[N:18]=[C:19]([C:21]2[CH:22]=[N:23][CH:24]=[CH:25][CH:26]=2)[N:20]=1>>[N:23]1[CH:24]=[CH:25][CH:26]=[C:21]([C:19]2[N:20]=[C:15]([NH:8][CH2:7][CH2:6][C:5]3[CH:9]=[CH:10][C:11]4[O:12][CH2:13][CH2:1][O:2][C:3]=4[CH:4]=3)[C:16]3[CH:29]=[C:28]([N+:30]([O-:32])=[O:31])[S:27][C:17]=3[N:18]=2)[CH:22]=1. Reported procedure: With the procedure of Example 1, the reaction of 3,4-ethylenedioxyphenethylamine with 4-chloro-2-(pyridin-3-yl)-6-nitro-thieno-[2,3-d]-pyrimidine yields 2-(pyridin-3-yl)-4-(3,4-ethylenedioxyphenethylamino)-6-nitro-thieno-[2,3-d]-pyrimidine. Starting materials: Br, COc1cc2c(c(C)c1C)CCC2c1c[nH]cn1, Cl, [NH4+], [OH-], O. The product is Cc1c(O)cc2c(c1C)CCC2c1c[nH]cn1. Reaction SMILES: [BrH:20].[CH3:2][O:3][c:4]1[c:5]([CH3:19])[c:6]([CH3:18])[c:7]2[c:11]([cH:12]1)[CH:10]([c:13]1[n:14][cH:15][nH:16][cH:17]1)[CH2:9][CH2:8]2.[ClH:1].[NH4+:21].[OH-:22].[OH2:23]>>[OH:3][c:4]1[c:5]([CH3:19])[c:6]([CH3:18])[c:7]2[c:11]([cH:12]1)[CH:10]([c:13]1[n:14][cH:15][nH:16][cH:17]1)[CH2:9][CH2:8]2. Starting materials: B, C1CCOC1, C1CCOC1, O, O=C(O)c1cccc2c1CCc1ccsc1-2. Yields the product OCc1cccc2c1CCc1ccsc1-2. As a reaction SMILES: [BH3:22].[O:17]1[CH2:18][CH2:19][CH2:20][CH2:21]1.[O:23]1[CH2:24][CH2:25][CH2:26][CH2:27]1.[OH2:28].[s:1]1[c:2]2[c:3]([cH:4][cH:5]1)[CH2:6][CH2:7][c:8]1[c:9]([C:14](=[O:15])[OH:16])[cH:10][cH:11][cH:12][c:13]1-2>>[s:1]1[c:2]2[c:3]([cH:4][cH:5]1)[CH2:6][CH2:7][c:8]1[c:9]([CH2:14][OH:15])[cH:10][cH:11][cH:12][c:13]1-2. Starting materials: CCO, NN, O=C(Nc1ccc(C=CCN2C(=O)c3ccccc3C2=O)cc1)c1ccccc1-c1ccc(C(F)(F)F)cc1. Reaction SMILES: [CH3:42][CH2:43][OH:44].[NH2:40][NH2:41].[O:1]=[C:2]1[N:3]([CH2:12][CH:13]=[CH:14][c:15]2[cH:16][cH:17][c:18]([NH:21][C:22](=[O:23])[c:24]3[c:25](-[c:30]4[cH:31][cH:32][c:33]([C:36]([F:37])([F:38])[F:39])[cH:34][cH:35]4)[cH:26][cH:27][cH:28][cH:29]3)[cH:19][cH:20]2)[C:10](=[O:11])[c:5]2[c:4]1[cH:9][cH:8][cH:7][cH:6]2>>[NH2:3][CH2:12][CH:13]=[CH:14][c:15]1[cH:16][cH:17][c:18]([NH:21][C:22](=[O:23])[c:24]2[c:25](-[c:30]3[cH:31][cH:32][c:33]([C:36]([F:37])([F:38])[F:39])[cH:34][cH:35]3)[cH:26][cH:27][cH:28][cH:29]2)[cH:19][cH:20]1. Product: NCC=Cc1ccc(NC(=O)c2ccccc2-c2ccc(C(F)(F)F)cc2)cc1.